Dataset: the Open Reaction Database (ORD), a public repository of structured organic reaction records. Task: describe an organic reaction: reactants, conditions, products, and yield Starting materials: [OH-].[Na+] (sodium hydroxide), C(C1=CC=CC=C1)N1C[C@H](OCC1)COC(C)=O ((S)-4-benzyl-2-acetoxymethylmorpholine), ice water. Solvent: O (water), C(C)O (ethanol). Conditions: time 10 minute. The product is C(C1=CC=CC=C1)N1C[C@H](OCC1)CO ((S)-4-benzyl-2-hydroxymethylmorpholine). Yield: 86.6%. Reaction SMILES: [CH2:1]([N:8]1[CH2:13][CH2:12][O:11][C@H:10]([CH2:14][O:15]C(=O)C)[CH2:9]1)[C:2]1[CH:7]=[CH:6][CH:5]=[CH:4][CH:3]=1.[OH-].[Na+]>C(O)C.O>[CH2:1]([N:8]1[CH2:13][CH2:12][O:11][C@H:10]([CH2:14][OH:15])[CH2:9]1)[C:2]1[CH:3]=[CH:4][CH:5]=[CH:6][CH:7]=1 |f:1.2|. Procedure: 5 g of (S)-4-benzyl-2-acetoxymethylmorpholine was dissolved in 10 ml of ethanol. To the solution was added a solution of 1 g of sodium hydroxide dissolved in 5 ml of water with ice cooling. The mixture was stirred at room temperature for 10 minutes. The reaction mixture was added to 50 ml of ice water and extracted with 50 ml of chloroform. The organic layer was washed with water and a saturated aqueous sodium chloride solution in this order, and dried over anhydrous magnesium sulfate. The solve... Reactants: CCOC(=O)CC(O)CCOc1ccccc1, [Li+], [OH-]. Product: O=C(O)CC(O)CCOc1ccccc1. As a reaction SMILES: [CH2:1]([CH3:2])[O:3][C:4]([CH2:5][CH:6]([CH2:7][CH2:8][O:9][c:10]1[cH:11][cH:12][cH:13][cH:14][cH:15]1)[OH:16])=[O:17].[Li+:18].[OH-:19]>>[O:3]=[C:4]([CH2:5][CH:6]([CH2:7][CH2:8][O:9][c:10]1[cH:11][cH:12][cH:13][cH:14][cH:15]1)[OH:16])[OH:17]. Yields the product OCS1CC(OCC1)N1C=2N=C(NC(C2N=C1)=O)N (9-(S-hydroxymethyl-1,4-oxathian-2-yl)guanine). Reported procedure: 2-Amino-6-chloro-9-(5-hydroxymethyl-1,4-oxathian-2-yl)purine (0.03 g) was dissolved in methanol (10 ml), and 2-mercaptoethanol (0.03 ml) and 1M, sodium methoxide solution (0.01 ml) were added thereto. The resultant mixture was stirred under reflux for three days. After concentrating the reaction mixture under reduced pressure, water was added thereto, and the aqueous layer was washed several times with ethyl ether. Acetic acid was added thereto to adjust pH of the aqueous layer to 7, and the sol... Reactants: resultant mixture, SCCO (2-mercaptoethanol), C[O-].[Na+] (sodium methoxide), NC1=NC(=C2N=CN(C2=N1)C1OCC(SC1)CO)Cl (2-Amino-6-chloro-9-(5-hydroxymethyl-1,4-oxathian-2-yl)purine). As a reaction SMILES: [NH2:1][C:2]1[N:10]=[C:9]2[C:5]([N:6]=[CH:7][N:8]2[CH:11]2[CH2:16][S:15][CH:14](CO)[CH2:13][O:12]2)=[C:4](Cl)[N:3]=1.SC[CH2:22][OH:23].C[O-:25].[Na+]>CO>[OH:23][CH2:22][SH:15]1[CH2:14][CH2:13][O:12][CH:11]([N:8]2[CH:7]=[N:6][C:5]3[C:4](=[O:25])[NH:3][C:2]([NH2:1])=[N:10][C:9]2=3)[CH2:16]1 |f:2.3|. Run in CO (methanol). Reactants: C(C)(=O)N1C(N(C(=C1C(C1=C(C=CC=C1)OC)=O)CC)C(C)=O)=O (1,3-diacetyl-1,3-dihydro-4-ethyl-5-(2-methoxybenzoyl)-2H-imidazole-2-one), S(=O)(=O)([O-])[O-].S(=O)(=O)(O)O.S(=O)(=O)(O)O.S(=O)(=O)(O)O.S(=O)(=O)([O-])O.[P+3] (phosphorus pentasulfate). Solvent: C1(=CC=CC=C1)C (Toluene). Product: C(C)(=O)N1C(N(C(=C1C(C1=C(C=CC=C1)OC)=S)CC)C(C)=O)=O (1,3-Diacetyl-1,3-dihydro-4-ethyl-5-[2-methoxy(thiobenzoyl)]-2H-imidazole-2-one). As a reaction SMILES: [C:1]([N:4]1[C:8]([C:9](=O)[C:10]2[CH:15]=[CH:14][CH:13]=[CH:12][C:11]=2[O:16][CH3:17])=[C:7]([CH2:19][CH3:20])[N:6]([C:21](=[O:23])[CH3:22])[C:5]1=[O:24])(=[O:3])[CH3:2].[S:25]([O-])([O-])(=O)=O.S(O)(O)(=O)=O.S(O)(O)(=O)=O.S(O)(O)(=O)=O.S(O)([O-])(=O)=O.[P+3]>C1(C)C=CC=CC=1>[C:1]([N:4]1[C:8]([C:9](=[S:25])[C:10]2[CH:15]=[CH:14][CH:13]=[CH:12][C:11]=2[O:16][CH3:17])=[C:7]([CH2:19][CH3:20])[N:6]([C:21](=[O:23])[CH3:22])[C:5]1=[O:24])(=[O:3])[CH3:2] |f:1.2.3.4.5.6|. Reported procedure: In 100 ml Toluene are suspended 10 g of 1,3-diacetyl-1,3-dihydro-4-ethyl-5-(2-methoxybenzoyl)-2H-imidazole-2-one and 20 g phosphorus pentasulfate. The mixture is refluxed 6 hours and the solvent evaporated to yield the title compound. Reactants: solution, [Li+].C[Si](C)(C)[N-][Si](C)(C)C (LiHMDS), FC1=CC=C(C=C1)N[C@@H]1[C@@H](CCC1)C(=O)OC (cis-methyl 2-((4-fluorophenyl)amino)cyclopentanecarboxylate). The solvent is C1CCOC1 (THF). Conditions: time 1.5 hour. Product: FC1=CC=C(C=C1)N1[C@@H]2CCC[C@@H]2C1=O (cis-6-(4-fluorophenyl)-6-azabicyclo[3.2.0]heptan-7-one). As a reaction SMILES: [F:1][C:2]1[CH:7]=[CH:6][C:5]([NH:8][C@H:9]2[CH2:13][CH2:12][CH2:11][C@H:10]2[C:14]([O:16]C)=O)=[CH:4][CH:3]=1.[Li+].C[Si]([N-][Si](C)(C)C)(C)C>C1COCC1>[F:1][C:2]1[CH:7]=[CH:6][C:5]([N:8]2[C:14](=[O:16])[C@@H:10]3[C@H:9]2[CH2:13][CH2:12][CH2:11]3)=[CH:4][CH:3]=1 |f:1.2|. Reported procedure: A 500-mL, three-necked, round-bottomed flask was charged with cis-methyl 2-((4-fluorophenyl)amino)cyclopentanecarboxylate (racemic cis-17A′) (15.77 g, 66.5 mmol) and 75 mL of THF. The reaction mixture was cooled at 5° C. while a 1M solution of LiHMDS (73.1 mL, 73.1 mmol) was added dropwise via syringe over 10 min. The resulting reaction mixture was stirred at 5° C. to 15° C. for 1.5 h. The reaction mixture was then quenched into 200 mL of aqueous ammonium chloride and 250 mL of ethyl acetate. Th... Reactants: NC=1SC2=C(N1)C=CC(=C2)OC (2-amino-6-methoxybenzothiazole), BrCC(=O)C1=CC=C(C=C1)Br (2,4′-dibromoacetophenone), C(=O)(O)[O-].[Na+] (NaHCO3). Run in CCO (EtOH). Product: COC1=CC2=C(N3C(S2)=NC(=C3)C3=CC=C(C=C3)Br)C=C1 (7-methoxy-2-(4-bromophenyl)-imidazo[2,1-b]benzothiazole). Isolated yield 54.0%. As a reaction SMILES: [NH2:1][C:2]1[S:3][C:4]2[CH:10]=[C:9]([O:11][CH3:12])[CH:8]=[CH:7][C:5]=2[N:6]=1.Br[CH2:14][C:15]([C:17]1[CH:22]=[CH:21][C:20]([Br:23])=[CH:19][CH:18]=1)=O.C([O-])(O)=O.[Na+]>CCO>[CH3:12][O:11][C:9]1[CH:8]=[CH:7][C:5]2[N:6]3[CH:14]=[C:15]([C:17]4[CH:22]=[CH:21][C:20]([Br:23])=[CH:19][CH:18]=4)[N:1]=[C:2]3[S:3][C:4]=2[CH:10]=1 |f:2.3|. Procedure: In the minimum volume of EtOH was dissolved the commercially available 2-amino-6-methoxybenzothiazole (2 mmol), then 2,4′-dibromoacetophenone (2 mmol) was added and the resulting mixture was refluxed for 5 h before addition of NaHCO3 (3 mmol). After 2 h more of reflux, the precipitate was filtered off, washed with a mixture 1/1 AcOEt/hexane and dried in vacuum and then used in the next step, optionally, without further purification. The result was a white solid as a 54% yield. Reaction SMILES: O[C@@H:2]([CH3:8])[C@H:3](C)[C:4]([OH:6])=[O:5].C[C:10]1[CH:11]=[CH:12]C(S(O)(=O)=O)=[CH:14][CH:15]=1.[OH2:20].[CH2:21](Cl)Cl>C(Cl)(Cl)Cl>[O:20]1[CH2:12][CH2:11][CH2:10][CH2:15][CH:14]1[O:5][CH:4]1[CH2:3][CH2:2][CH2:8][CH2:21][O:6]1 |f:1.2|. Run in C(Cl)(Cl)Cl (CHCl3). Yields the product O1C(CCCC1)OC1OCCCC1 (tetrahydropyranyl ether). Starting materials: C(Cl)Cl (CH2Cl2), methyl ester, O[C@H]([C@@H](C(=O)O)C)C ((2S,3S)-3-hydroxy-2-methylbutyric acid), 3,4-dihydro-α-pyran, CC=1C=CC(=CC1)S(=O)(=O)O.O (p-TsOH.H2O). Procedure: 6.5 g (49.2 mmol) of methyl ester of (2S,3S)-3-hydroxy-2-methylbutyric acid was dissolved in 20 ml of CHCl3. Thereto were added 9.2 g (0.109 mol) of 3,4-dihydro-α-pyran and 60 mg of p-TsOH.H2O. The mixture was stirred for 2 days at room temperature. After the completion of the reaction, the reaction mixture was mixed with 20 ml of CH2Cl2. The resulting mixture was washed with an aqueous NaHCO3 solution. The organic layer was dried over Na2SO4 and then concentrated under reduced pressure. The res... Reaction conditions: time 2 day. Isolated yield 81.2%.